Task: describe an organic reaction: reactants, conditions, products, and yield. Dataset: the Open Reaction Database (ORD), a public repository of structured organic reaction records Reactants: mixture, CS(=O)(=O)OCCCC (butyl methanesulfonate), [OH-].[K+] (KOH), C(CCCCCCCCCCCCCCCCC)(=O)OCCCC (butyl stearate), C(CCCCCCCCCCCCCCCCC)(=O)O (stearic acid), C(CCCCCCCCCCCCCCCCC)(=O)OCCCC (butyl stearate), [OH-].[K+] (KOH). The reagents and catalysts are CS(=O)(=O)O (methanesulfonic acid). The solvent is C(CCC)O (butanol). Reaction conditions: temperature 50 celsius. Product: C(CCCCCCCCCCCCCCCCC)(=O)[O-].[K+] (potassium stearate). RXN SMILES: [C:1]([O:20]CCCC)(=[O:19])[CH2:2][CH2:3][CH2:4][CH2:5][CH2:6][CH2:7][CH2:8][CH2:9][CH2:10][CH2:11][CH2:12][CH2:13][CH2:14][CH2:15][CH2:16][CH2:17][CH3:18].C(O)(=O)CCCCCCCCCCCCCCCCC.CS(OCCCC)(=O)=O.[OH-].[K+:55]>CS(O)(=O)=O.C(O)CCC>[C:1]([O-:20])(=[O:19])[CH2:2][CH2:3][CH2:4][CH2:5][CH2:6][CH2:7][CH2:8][CH2:9][CH2:10][CH2:11][CH2:12][CH2:13][CH2:14][CH2:15][CH2:16][CH2:17][CH3:18].[K+:55] |f:3.4,7.8|. Procedure: An esterification reaction mixture (94 g), consisting of butanol (ca., 4.9% w/w), butyl stearate (95.1% w/w), residual stearic acid (trace), residual methanesulfonic acid catalyst (1383 ppm) and undesired butyl methanesulfonate (613 ppm) was treated with 45% aqueous KOH (229 mg, 1.84 mmol as compared to 1.74 mmol MSA originally charged to the reaction). The resulting mixture was heating at 50° C. for 40 minutes. Without wishing to be bound by any particular theory or explanation, it is believed ... The reactants are O=C(O)c1cc(Br)c(F)c(F)c1F, C1CCOC1, C[Si](C)(C)[N-][Si](C)(C)C, Nc1ccccc1Cl, [Li+]. Product: O=C(O)c1cc(Br)c(F)c(F)c1Nc1ccccc1Cl. RXN SMILES: [Br:19][c:20]1[c:21]([F:31])[c:22]([F:30])[c:23]([F:29])[c:24]([C:25](=[O:26])[OH:27])[cH:28]1.[CH2:32]1[O:33][CH2:34][CH2:35][CH2:36]1.[CH3:2][Si:3]([N-:4][Si:5]([CH3:6])([CH3:7])[CH3:8])([CH3:9])[CH3:10].[Cl:11][c:12]1[c:13]([NH2:18])[cH:14][cH:15][cH:16][cH:17]1.[Li+:1]>>[Cl:11][c:12]1[c:13]([NH:18][c:23]2[c:22]([F:30])[c:21]([F:31])[c:20]([Br:19])[cH:28][c:24]2[C:25](=[O:26])[OH:27])[cH:14][cH:15][cH:16][cH:17]1. The reactants are CO, COC(=O)c1cccc2cc(-c3ccc(OCc4c(-c5c(Cl)cccc5Cl)noc4C(C)C)cc3)ccc12, [Na+], C1CCOC1, [OH-]. Product: CC(C)c1onc(-c2c(Cl)cccc2Cl)c1COc1ccc(-c2ccc3c(C(=O)O)cccc3c2)cc1. As a reaction SMILES: [CH3:1][OH:2].[Cl:5][c:6]1[c:7](-[c:13]2[n:14][o:15][c:16]([CH:40]([CH3:41])[CH3:42])[c:17]2[CH2:18][O:19][c:20]2[cH:21][cH:22][c:23](-[c:26]3[cH:27][c:28]4[cH:29][cH:30][cH:31][c:32]([C:36](=[O:37])[O:38][CH3:39])[c:33]4[cH:34][cH:35]3)[cH:24][cH:25]2)[c:8]([Cl:12])[cH:9][cH:10][cH:11]1.[Na+:4].[O:43]1[CH2:44][CH2:45][CH2:46][CH2:47]1.[OH-:3]>>[Cl:5][c:6]1[c:7](-[c:13]2[n:14][o:15][c:16]([CH:40]([CH3:41])[CH3:42])[c:17]2[CH2:18][O:19][c:20]2[cH:21][cH:22][c:23](-[c:26]3[cH:27][c:28]4[cH:29][cH:30][cH:31][c:32]([C:36](=[O:37])[OH:38])[c:33]4[cH:34][cH:35]3)[cH:24][cH:25]2)[c:8]([Cl:12])[cH:9][cH:10][cH:11]1. The reactants are C(C)(C)(C)NC(=O)C=1N(CCNC1)C(C(F)(F)F)=O (1-trifluoroacetyl-1,4,5,6-tetrahydropyrazine-2-carboxylic acid tert-butylamide), 1-[1(R)-(di-tert-butylphosphino)ethyl]-2-(S)-(diphenylphosphino)ferrocene, S(O)(O)(=O)=O (sulfuric acid). The reagents and catalysts are [B-](F)(F)(F)F.C1/C=C\CC/C=C\C1.C1/C=C\CC/C=C\C1.[Rh] (bis(1,5-cyclooctadiene)rhodium(I) tetrafluoroborate). Solvent: O1CCCC1 (tetrahydrofuran). Reaction conditions: time 18 hour. Product: S(O)(O)(=O)=O.C(C)(C)(C)NC(=O)[C@H]1N(CCNC1)C(C(F)(F)F)=O ((S)-1-(Trifluoroacetyl)piperazine-2-carboxylic acid tert-butylamide sulfuric acid salt). Yield: 100730.1%. Reaction SMILES: [C:1]([NH:5][C:6]([C:8]1[N:9]([C:14](=[O:19])[C:15]([F:18])([F:17])[F:16])[CH2:10][CH2:11][NH:12][CH:13]=1)=[O:7])([CH3:4])([CH3:3])[CH3:2].[S:20](=[O:24])(=[O:23])([OH:22])[OH:21]>O1CCCC1.[B-](F)(F)(F)F.C1CC=CCCC=C1.C1CC=CCCC=C1.[Rh]>[S:20](=[O:22])(=[O:21])([OH:24])[OH:23].[C:1]([NH:5][C:6]([C@@H:8]1[CH2:13][NH:12][CH2:11][CH2:10][N:9]1[C:14](=[O:19])[C:15]([F:18])([F:16])[F:17])=[O:7])([CH3:4])([CH3:2])[CH3:3] |f:3.4.5.6,7.8|. Reported procedure: 2.50 g (8.95 μmol) of 1-trifluoroacetyl-1,4,5,6-tetrahydropyrazine-2-carboxylic acid tert-butylamide, 7.5 mg (18 μmol) of bis(1,5-cyclooctadiene)rhodium(I) tetrafluoroborate and 11.5 mg (21 μmol) of 1-[1(R)-(di-tert-butylphosphino)ethyl]-2-(S)-(diphenylphosphino)ferrocene were placed in a 50 ml autoclave under argon (educt:catalyst=486). A solution of 0.89 g (9.08 mmol) of sulfuric acid in 20 ml of degassed tetrahydrofuran was then added. Hydrogenation was then carried out for 18 hours at 200° C... Reactants: BrC=1C=C2\C(\C(NC(C2=CC1)=O)=O)=C/OC ((4E)-6-bromo-4-(methoxymethylene)isoquinoline-1,3(2H,4H)-dione), CN(C=O)C (N,N-dimethylformamide), NC(C(=O)O)(C)C1=CC=C(C=C1)N (2-Amino-2-(4-amino-phenyl)-propionic acid). The solvent is CCOCC (ether). Conditions: temperature 110 celsius. Product: NC(C(=O)O)(C)C1=CC=C(C=C1)NC=C1C(NC(C2=CC=C(C=C12)Br)=O)=O (2-Amino-2-{4-[(6-bromo-1,3-dioxo-2,3-dihydro-1H-isoquinolin-4-ylidenemethyl)-amino]-phenyl}-propionic acid). The yield is 33.0%. RXN SMILES: [Br:1][C:2]1[CH:3]=[C:4]2[C:9](=[CH:10][CH:11]=1)[C:8](=[O:12])[NH:7][C:6](=[O:13])/[C:5]/2=[CH:14]/OC.CN(C)C=O.[NH2:22][C:23]([C:28]1[CH:33]=[CH:32][C:31]([NH2:34])=[CH:30][CH:29]=1)([CH3:27])[C:24]([OH:26])=[O:25]>CCOCC>[NH2:22][C:23]([C:28]1[CH:29]=[CH:30][C:31]([NH:34][CH:14]=[C:5]2[C:4]3[C:9](=[CH:10][CH:11]=[C:2]([Br:1])[CH:3]=3)[C:8](=[O:12])[NH:7][C:6]2=[O:13])=[CH:32][CH:33]=1)([CH3:27])[C:24]([OH:26])=[O:25]. Reported procedure: A mixture of (4E)-6-bromo-4-(methoxymethylene)isoquinoline-1,3(2H,4H)-dione (191 mg, 0.50 mmole), N,N-dimethylformamide (2 mL) and 2-Amino-2-(4-amino-phenyl)-propionic acid (90 mg, 0.50 mmole) is stirred and heated at 110° C. for one hour, cooled in the refrigerator. The reaction mixture is diluted with ether, filtered, washed with acetonitrile and dried to give a dull yellow solid 71 mg (33%), mp 250-253° C.; MS (ESI): m/z 428.2, 430.2 (M−H). Reactants: C(#N)C=1C(NC(=CC1)C1=C(C=CC=C1)OCCC)=O (3-cyano-6-(2-propoxyphenyl)-2(1H)-pyridinone), [N-]=[N+]=[N-].[Na+] (sodium azide), [Cl-].[NH4+] (ammonium chloride), [Cl-].[Li+] (lithium chloride). Solvent: CN(C=O)C (dimethylformamide). Run at temperature 120 celsius, time 8 hour. The product is C(CC)OC1=C(C=CC=C1)C1=CC=C(C(N1)=O)C1=NN=NN1 (6-(2-Propoxyphenyl)-3-(1H-tetrazol-5-yl)-2(1H)-pyridinone). As a reaction SMILES: [C:1]([C:3]1[C:4](=[O:19])[NH:5][C:6]([C:9]2[CH:14]=[CH:13][CH:12]=[CH:11][C:10]=2[O:15][CH2:16][CH2:17][CH3:18])=[CH:7][CH:8]=1)#[N:2].[N-:20]=[N+:21]=[N-:22].[Na+].[Cl-].[NH4+].[Cl-].[Li+]>CN(C)C=O>[CH2:16]([O:15][C:10]1[CH:11]=[CH:12][CH:13]=[CH:14][C:9]=1[C:6]1[NH:5][C:4](=[O:19])[C:3]([C:1]2[NH:22][N:21]=[N:20][N:2]=2)=[CH:8][CH:7]=1)[CH2:17][CH3:18] |f:1.2,3.4,5.6|. Procedure: A stirred mixture of 3-cyano-6-(2-propoxyphenyl)-2(1H)-pyridinone (1.85 g), sodium azide (0.59 g), ammonium chloride (0.49 g) and lithium chloride (0.39 g) in dry dimethylformamide (75 ml) was heated at 120° C. for 72 hours. The reaction mixture was evaporated to dryness and the resultant residue treated with water (100 ml) and acidified with glacial acetic acid to afford a precipitate which was collected and dissolved in warm dilute aqueous potassium bicarbonate. The aqueous solution was allowe... Reactants: O=C([O-])[O-], COS(=O)(=O)OC, CC(C)=O, [K+], [K+], O, CNC(=O)C(=NO)c1ccccc1Oc1ccc(C)cc1. Yields the product CNC(=O)C(=NOC)c1ccccc1Oc1ccc(C)cc1. RXN SMILES: [C:22](=[O:23])([O-:24])[O-:25].[CH3:28][O:29][S:30]([O:31][CH3:32])(=[O:33])=[O:34].[CH3:36][C:37](=[O:38])[CH3:39].[K+:26].[K+:27].[OH2:35].[OH:1][N:2]=[C:3]([C:4](=[O:5])[NH:6][CH3:7])[c:8]1[c:9]([O:14][c:15]2[cH:16][cH:17][c:18]([CH3:21])[cH:19][cH:20]2)[cH:10][cH:11][cH:12][cH:13]1>>[O:1]([N:2]=[C:3]([C:4](=[O:5])[NH:6][CH3:7])[c:8]1[c:9]([O:14][c:15]2[cH:16][cH:17][c:18]([CH3:21])[cH:19][cH:20]2)[cH:10][cH:11][cH:12][cH:13]1)[CH3:22]. The solvent is C(Cl)Cl (DCM), C(Cl)Cl (DCM). Product: CN1N=CC(=C1)C1=CC(=NC=N1)OC=1C=CC(=NC1)NC(=O)N1C(N(CC1)C1CCOCC1)=O (N-(5-((6-(1-methyl-1H-pyrazol-4-yl)pyrimidin-4-yl)oxy)pyridin-2-yl)-2-oxo-3-(tetrahydro-2H-pyran-4-yl)imidazolidine-1-carboxamide). Starting materials: O=C1N(CCN1C1CCOCC1)C(=O)Cl (2-oxo-3-(tetrahydro-2H-pyran-4-yl)imidazolidine-1-carbonyl chloride), CN1N=CC(=C1)C1=CC(=NC=N1)OC=1C=CC(=NC1)N (5-((6-(1-methyl-1H-pyrazol-4-yl)pyrimidin-4-yl)oxy)pyridin-2-amine), TEA. As a reaction SMILES: [O:1]=[C:2]1[N:6]([CH:7]2[CH2:12][CH2:11][O:10][CH2:9][CH2:8]2)[CH2:5][CH2:4][N:3]1[C:13](Cl)=[O:14].[CH3:16][N:17]1[CH:21]=[C:20]([C:22]2[N:27]=[CH:26][N:25]=[C:24]([O:28][C:29]3[CH:30]=[CH:31][C:32]([NH2:35])=[N:33][CH:34]=3)[CH:23]=2)[CH:19]=[N:18]1>C(Cl)Cl>[CH3:16][N:17]1[CH:21]=[C:20]([C:22]2[N:27]=[CH:26][N:25]=[C:24]([O:28][C:29]3[CH:30]=[CH:31][C:32]([NH:35][C:13]([N:3]4[CH2:4][CH2:5][N:6]([CH:7]5[CH2:12][CH2:11][O:10][CH2:9][CH2:8]5)[C:2]4=[O:1])=[O:14])=[N:33][CH:34]=3)[CH:23]=2)[CH:19]=[N:18]1. Reaction conditions: time 2 hour. Yield: 66.7%. Procedure details: A 0° C. solution of Example B2 (0.14 g, 0.60 mmol) in DCM (3 mL) was treated drop-wise with a solution of 5-((6-(1-methyl-1H-pyrazol-4-yl)pyrimidin-4-yl)oxy)pyridin-2-amine (0.08 g, 0.30 mmol) and TEA (0.1 mL, 0.9 mmol) in DCM (2 mL), warmed to RT and stirred for 2 h. The mixture was concentrated to dryness, purified via silica gel chromatography (MeOH/DCM), treated with Et2O and the resulting solid collected via filtration to afford N-(5-((6-(1-methyl-1H-pyrazol-4-yl)pyrimidin-4-yl)oxy)pyridin-... The reactants are CC=1NC(=C(C(C1C(=O)OC)C1=C(C=CC=C1)C#N)C(=O)OC)C=O (dimethyl 2-methyl-4-(2-cyanophenyl)-6-formyl-1,4-dihydropyridine-3,5-dicarboxylate), Cl.NO (hydroxylamine hydrochloride), C(C)(=O)[O-].[Na+] (sodium acetate). The solvent is C(C)(=O)O (acetic acid). Conditions: time 55 minute. The product is COC(=O)C1=C(NC(=C(C1C1=C(C=CC=C1)C#N)C(=O)OC)C=NO)C (dimethyl-2-methyl-4-(2-cyanophenyl)-6-hydroxyiminomethyl-1,4-dihydropyridine-3,5-dicarboxylate). RXN SMILES: [CH3:1][C:2]1[NH:3][C:4]([CH:24]=O)=[C:5]([C:20]([O:22][CH3:23])=[O:21])[CH:6]([C:12]2[CH:17]=[CH:16][CH:15]=[CH:14][C:13]=2[C:18]#[N:19])[C:7]=1[C:8]([O:10][CH3:11])=[O:9].Cl.[NH2:27][OH:28].C([O-])(=O)C.[Na+]>C(O)(=O)C>[CH3:11][O:10][C:8]([C:7]1[CH:6]([C:12]2[CH:17]=[CH:16][CH:15]=[CH:14][C:13]=2[C:18]#[N:19])[C:5]([C:20]([O:22][CH3:23])=[O:21])=[C:4]([CH:24]=[N:27][OH:28])[NH:3][C:2]=1[CH3:1])=[O:9] |f:1.2,3.4|. Procedure details: A mixture of dimethyl 2-methyl-4-(2-cyanophenyl)-6-formyl-1,4-dihydropyridine-3,5-dicarboxylate (2.4 g), hydroxylamine hydrochloride (539.3 mg) and sodium acetate (752.3 mg) in acetic acid (15 ml) was stirred at room temperature for 55 minutes to form dimethyl-2-methyl-4-(2-cyanophenyl)-6-hydroxyiminomethyl-1,4-dihydropyridine-3,5-dicarboxylate. To the reaction mixture was added acetic anhydride (2.375 g), and the mixture was heated at 110° C. for 4 hours with stirring. The reaction mixture was ...